Dataset: the Open Reaction Database (ORD), a public repository of structured organic reaction records. Task: describe an organic reaction: reactants, conditions, products, and yield The reactants are solution, CC(C)([O-])C.[K+] (potassium tert-butoxide), FC1=C(C=CC(=C1)F)C(=NO)C1=CC(=CC=C1)OC ((2,4-difluoro-phenyl)-(3-methoxy-phenyl)-methanone oxime), C(C)(=O)OCC (ethyl acetate), O (water). Run in O1CCCC1 (tetrahydrofuran), O1CCCC1 (tetrahydrofuran). Reaction conditions: time 1.5 hour. The product is FC1=CC2=C(C(=NO2)C2=CC(=CC=C2)OC)C=C1 (6-fluoro-3-(3-methoxy-phenyl)-benzo[d]isoxazole). Reaction SMILES: F[C:2]1[CH:7]=[C:6]([F:8])[CH:5]=[CH:4][C:3]=1[C:9]([C:12]1[CH:17]=[CH:16][CH:15]=[C:14]([O:18][CH3:19])[CH:13]=1)=[N:10][OH:11].CC(C)([O-])C.[K+].C(OCC)(=O)C.O>O1CCCC1>[F:8][C:6]1[CH:5]=[CH:4][C:3]2[C:9]([C:12]3[CH:17]=[CH:16][CH:15]=[C:14]([O:18][CH3:19])[CH:13]=3)=[N:10][O:11][C:2]=2[CH:7]=1 |f:1.2|. Procedure: Cool (2,4-difluoro-phenyl)-(3-methoxy-phenyl)-methanone oxime (52.66 g, 217 mmol) in tetrahydrofuran (500 mL) to 0° C. Add 1.0 M solution of potassium tert-butoxide in tetrahydrofuran (260 mL, 0.26 mol) and stir at room temperature for 1.5 hours. Reflux reaction mixture for an additional 1.5 hours. Cool to room temperature overnight. Dilute reaction mixture with ethyl acetate and water and separate. Dry the organic layer and concentrate to give the title compound as an oil. Purify by column chro... Reactants: C(C=C)N1C(=NC=2N(C(NC(C12)=O)=O)CC)Cl (7-allyl-8-chloro-3-ethyl-1H-purine-2,6(3H,7H)-dione), BrCCCO[Si](C)(C)C(C)(C)C ((3-bromopropoxy)(tert-butyl)dimethylsilane), C([O-])([O-])=O.[K+].[K+] (potassium carbonate). Reagents/catalysts: CCCC[N+](CCCC)(CCCC)CCCC.[I-] (TBAI). Solvent: CN(C)C=O (DMF). Conditions: temperature 60 celsius, time 8 hour. Yields the product C(C=C)N1C(=NC=2N(C(N(C(C12)=O)CCCO[Si](C)(C)C(C)(C)C)=O)CC)Cl (7-allyl-1-(3-(tert-butyldimethylsilyloxy)propyl)-8-chloro-3-ethyl-1H-purine-2,6(3H,7H)-dione). Isolated yield 51.4%. Reaction SMILES: [CH2:1]([N:4]1[C:12]2[C:11](=[O:13])[NH:10][C:9](=[O:14])[N:8]([CH2:15][CH3:16])[C:7]=2[N:6]=[C:5]1[Cl:17])[CH:2]=[CH2:3].Br[CH2:19][CH2:20][CH2:21][O:22][Si:23]([C:26]([CH3:29])([CH3:28])[CH3:27])([CH3:25])[CH3:24].C(=O)([O-])[O-].[K+].[K+]>CN(C=O)C.CCCC[N+](CCCC)(CCCC)CCCC.[I-]>[CH2:1]([N:4]1[C:12]2[C:11](=[O:13])[N:10]([CH2:19][CH2:20][CH2:21][O:22][Si:23]([C:26]([CH3:27])([CH3:29])[CH3:28])([CH3:24])[CH3:25])[C:9](=[O:14])[N:8]([CH2:15][CH3:16])[C:7]=2[N:6]=[C:5]1[Cl:17])[CH:2]=[CH2:3] |f:2.3.4,6.7|. Procedure: To a solution of 7-allyl-8-chloro-3-ethyl-1H-purine-2,6(3H,7H)-dione (6.8 g, 26.77 mmol) in DMF (50 mL) was added (3-bromopropoxy)(tert-butyl)dimethylsilane (8 g, 31.75 mmol), followed by potassium carbonate (5 g, 36.23 mmol) and TBAI (5 mg, 0.014 mmol). The reaction was stirred at 60° C. overnight. The reaction was cooled to room temperature and partitioned between ethyl acetate and water. The organic phase was washed with brine, dried over sodium sulfate, and concentrated to give a crude produ... The reactants are C(C)(C)(C)OC(NC1=C(C=C(C(=C1)N(C)C)C(F)(F)F)[N+](=O)[O-])=O ((5-dimethylamino-2-nitro-4-trifluoromethyl-phenyl)-carbamic acid tert-butyl ester). The reagents and catalysts are [Pd] (Pd/C). Yields the product C(C)(C)(C)OC(NC1=C(C=C(C(=C1)N(C)C)C(F)(F)F)N)=O ((2-Amino-5-dimethylamino-4-trifluoromethyl-phenyl)-carbamic acid tert-butyl ester). RXN SMILES: [C:1]([O:5][C:6](=[O:24])[NH:7][C:8]1[CH:13]=[C:12]([N:14]([CH3:16])[CH3:15])[C:11]([C:17]([F:20])([F:19])[F:18])=[CH:10][C:9]=1[N+:21]([O-])=O)([CH3:4])([CH3:3])[CH3:2]>[Pd]>[C:1]([O:5][C:6](=[O:24])[NH:7][C:8]1[CH:13]=[C:12]([N:14]([CH3:16])[CH3:15])[C:11]([C:17]([F:20])([F:19])[F:18])=[CH:10][C:9]=1[NH2:21])([CH3:4])([CH3:2])[CH3:3]. Procedure details: The title compound was prepared from (5-dimethylamino-2-nitro-4-trifluoromethyl-phenyl)-carbamic acid tert-butyl ester (Example C1) by hydrogenation with 10% Pd/C according to the general procedure J (method a). Obtained as an amorphous yellow substance (1.34 g). Reactants: CC(=O)O (HOAc), N-(8-oxo-4-oxa-1,7-diaza-tricyclo[9.6.1.012,17]octadeca-11(18),12,14,16-tetraen-9-yl)-3-(3-phenyl-1-yl)succinamic acid benzyl ester, FC(C(=O)O)(F)F.C(C=C)OC(C[C@H](C(=O)N[C@@H](C(C)(C)C)C(NC)=O)N)=O (3(R)-amino-N-(2,2-dimethyl-1(S)-(methylcarbamoyl)propyl)succinamic acid allyl ester trifluoroacetate salt), C(#N)C1=CC=C(C=C1)C#CC1C(OC(C1)OC)OC (3-[2-(4-cyanophenyl)-ethynyl]-2,5-dimethoxy-tetrahydrofuran), FC(C(=O)O)(F)F (trifluoroacetic acid). Run in CCCCCCC (n-heptane). Yields the product C(C=C)OC(C[C@H](C(=O)N[C@@H](C(C)(C)C)C(NC)=O)N1C=C(C=C1)C(CC1=CC=C(C=C1)C#N)=O)=O (3(R)-[3-[(4-cyanophenyl)acetyl]-1H-pyrrol-1-yl]-N-[2,2-dimethyl-1(S)-(methylcarbamoyl)propyl]succinamic acid allyl ester). As a reaction SMILES: FC(F)(F)C(O)=[O:4].[CH2:8]([O:11][C:12](=[O:28])[CH2:13][C@@H:14]([NH2:27])[C:15]([NH:17][C@H:18]([C:23](=[O:26])[NH:24][CH3:25])[C:19]([CH3:22])([CH3:21])[CH3:20])=[O:16])[CH:9]=[CH2:10].[C:29]([C:31]1[CH:36]=[CH:35][C:34]([C:37]#[C:38][CH:39]2[CH2:43][CH:42](OC)O[CH:40]2OC)=[CH:33][CH:32]=1)#[N:30].FC(F)(F)C(O)=O.CC(O)=O>CCCCCCC>[CH2:8]([O:11][C:12](=[O:28])[CH2:13][C@@H:14]([N:27]1[CH:42]=[CH:43][C:39]([C:38](=[O:4])[CH2:37][C:34]2[CH:35]=[CH:36][C:31]([C:29]#[N:30])=[CH:32][CH:33]=2)=[CH:40]1)[C:15]([NH:17][C@H:18]([C:23](=[O:26])[NH:24][CH3:25])[C:19]([CH3:20])([CH3:21])[CH3:22])=[O:16])[CH:9]=[CH2:10] |f:0.1|. Procedure: As described in Example 1(c) for the preparation of N-(8-oxo-4-oxa-1,7-diaza-tricyclo[9.6.1.012,17]octadeca-11(18),12,14,16-tetraen-9-yl)-3-(3-phenyl-1-yl)succinamic acid benzyl ester, 3(R)-amino-N-(2,2-dimethyl-1(S)-(methylcarbamoyl)propyl)succinamic acid allyl ester trifluoroacetate salt and 3-[2-(4-cyanophenyl)-ethynyl]-2,5-dimethoxy-tetrahydrofuran were heated with trifluoroacetic acid (1 equiv) at 70° C. for 4 hours. Flash column chromatography twice with 0.5% HOAc/15% EtOAc/CH2Cl2 as eluan... The reactants are N1(CCCCC1)CC1=CC(=NC=C1)OC\C=C/CNC(CSCCCO)=O (N-[4-(4-piperidinomethyl-2-pyridyloxy)-cis-2-butenyl]-2-(3-hydroxypropylthio)acetamide), C(C)(=O)OC(C)=O (acetic anhydride). Product: N1(CCCCC1)CC1=CC(=NC=C1)OC\C=C/CNC(CSCCCOC(C)=O)=O (N-[4-(4-Piperidinomethyl-2-pyridyloxy)-cis-2-butenyl]-2-(3-acetoxypropylthio)acetamide). The yield is 87.0%. RXN SMILES: [N:1]1([CH2:7][C:8]2[CH:13]=[CH:12][N:11]=[C:10]([O:14][CH2:15]/[CH:16]=[CH:17]\[CH2:18][NH:19][C:20](=[O:27])[CH2:21][S:22][CH2:23][CH2:24][CH2:25][OH:26])[CH:9]=2)[CH2:6][CH2:5][CH2:4][CH2:3][CH2:2]1.[C:28](OC(=O)C)(=[O:30])[CH3:29]>>[N:1]1([CH2:7][C:8]2[CH:13]=[CH:12][N:11]=[C:10]([O:14][CH2:15]/[CH:16]=[CH:17]\[CH2:18][NH:19][C:20](=[O:27])[CH2:21][S:22][CH2:23][CH2:24][CH2:25][O:26][C:28](=[O:30])[CH3:29])[CH:9]=2)[CH2:6][CH2:5][CH2:4][CH2:3][CH2:2]1. Procedure: Following a procedure similar to that described in Example 67(c), but using N-[4-(4-piperidinomethyl-2-pyridyloxy)-cis-2-butenyl]-2-(3-hydroxypropylthio)acetamide [prepared as described in step (c) above] and acetic anhydride as starting materials, in relative proportions similar to those used in that Example, the title compound was obtained in an 87% yield.